describe an organic reaction: reactants, conditions, products, and yield From a dataset of the Open Reaction Database (ORD), a public repository of structured organic reaction records. The reactants are COc1cc2c(cc1[N+](=O)[O-])C(C)(C)CCC(=O)N2, CO. The product is COc1cc2c(cc1N)C(C)(C)CCC(=O)N2. RXN SMILES: [CH3:1][O:2][c:3]1[c:4]([N+:17]([O-:18])=[O:19])[cH:5][c:6]2[c:7]([cH:16]1)[NH:8][C:9](=[O:15])[CH2:10][CH2:11][C:12]2([CH3:13])[CH3:14].[CH3:20][OH:21]>>[CH3:1][O:2][c:3]1[c:4]([NH2:17])[cH:5][c:6]2[c:7]([cH:16]1)[NH:8][C:9](=[O:15])[CH2:10][CH2:11][C:12]2([CH3:13])[CH3:14].